This data is from the Open Reaction Database (ORD), a public repository of structured organic reaction records. The task is: describe an organic reaction: reactants, conditions, products, and yield Reactants: CS(=O)(=O)OCCC=1OC=CC1CCOS(=O)(=O)C (2,3-di(2-methanesulfonyloxyethyl)furan), C([O-])([O-])=O.[K+].[K+] (potassium carbonate), C(C1=CC=CC=C1)N (benzyl amine). The solvent is O1CCOCC1 (dioxane). Conditions: temperature 102 celsius. The product is C(C1=CC=CC=C1)N1CCC2=C(CC1)OC=C2 (6-benzyl-5,6,7,8-tetrahydro-4H-furo[3,2-d]azepine). RXN SMILES: CS(O[CH2:6][CH2:7][C:8]1[O:9][CH:10]=[CH:11][C:12]=1[CH2:13][CH2:14]OS(C)(=O)=O)(=O)=O.C(=O)([O-])[O-].[K+].[K+].[CH2:26]([NH2:33])[C:27]1[CH:32]=[CH:31][CH:30]=[CH:29][CH:28]=1>O1CCOCC1>[CH2:26]([N:33]1[CH2:6][CH2:7][C:8]2[O:9][CH:10]=[CH:11][C:12]=2[CH2:13][CH2:14]1)[C:27]1[CH:32]=[CH:31][CH:30]=[CH:29][CH:28]=1 |f:1.2.3|. Procedure details: A solution of 2,3-di(2-methanesulfonyloxyethyl)furan (114 mmol) in dioxane (168 mL) is treated with potassium carbonate (337 mmol) and benzyl amine (70.1 mmol) and heated to 102° C. for 18 hours. The reaction is cooled, the precipitate removed by filtration, and the mother liquor concentrated to give a crude oil which is purified by silica chromatography (EtOAc/hexanes eluant) to provide 6-benzyl-5,6,7,8-tetrahydro-4H-furo[3,2-d]azepine. Starting materials: [Si](C)(C)(C(C)(C)C)OCC=1C=C(C=C(C1)CO[Si](C)(C)C(C)(C)C)C=1C=CC2=CC=CC=C2C1 (3-(3,5-bis-tert-butyldimethylsilyloxymethylphenyl)-naphthalene), C(C1=CC=C(OC)C=C1)(C1=CC=C(OC)C=C1)(C1=CC=CC=C1)Cl (DMTrCl). Run in C(Cl)(Cl)Cl (chloroform), C(Cl)(Cl)Cl (chloroform). Reaction conditions: time 18 hour. Yields the product OCC=1C=C(C=C(C1)COC(C1=CC=C(C=C1)OC)(C1=CC=C(C=C1)OC)C1=CC=CC=C1)C1=CC=CC2=CC=CC=C12 (1-(3-hydroxymethyl-5-(4,4′-dimethoxytrityloxy)methylphenyl)-naphthalene). Yield: 67.8%. Reaction SMILES: [Si]([O:8][CH2:9][C:10]1[CH:11]=[C:12]([C:25]2[CH:26]=[CH:27][C:28]3[C:33]([CH:34]=2)=[CH:32][CH:31]=[CH:30][CH:29]=3)[CH:13]=[C:14]([CH2:16][O:17][Si](C(C)(C)C)(C)C)[CH:15]=1)(C(C)(C)C)(C)C.[C:35](Cl)([C:52]1[CH:57]=[CH:56][CH:55]=[CH:54][CH:53]=1)([C:44]1[CH:51]=[CH:50][C:47]([O:48][CH3:49])=[CH:46][CH:45]=1)[C:36]1[CH:43]=[CH:42][C:39]([O:40][CH3:41])=[CH:38][CH:37]=1>C(Cl)(Cl)Cl>[OH:17][CH2:16][C:14]1[CH:13]=[C:12]([C:25]2[C:26]3[C:31](=[CH:32][CH:33]=[CH:28][CH:27]=3)[CH:30]=[CH:29][CH:34]=2)[CH:11]=[C:10]([CH2:9][O:8][C:35]([C:52]2[CH:57]=[CH:56][CH:55]=[CH:54][CH:53]=2)([C:44]2[CH:51]=[CH:50][C:47]([O:48][CH3:49])=[CH:46][CH:45]=2)[C:36]2[CH:43]=[CH:42][C:39]([O:40][CH3:41])=[CH:38][CH:37]=2)[CH:15]=1. Procedure: 10.3 ml of pyrizine was added to dissolve 0.5448 g of Compound (6) in an Ar atmosphere, and 0.909 g (2.68 mmol, 1.3 eq) of DMTrCl was added. This was agitated for 18 hours in an Ar atmosphere. After extraction with chloroform, the organic layer was washed with H2O, sat. NaHCO3 aq and sat. NaCl aq, and dried by addition of anhydrous NaSO4. The solvent was distilled off under reduced pressure, and 0.4293 g (0.75 mmol, 37%) of Compound (7) was isolated by silica gel chromatography (chloroform only→... Starting materials: CC(C)(C)OC(=O)N1CCN(c2ccc(N3CCOCC3)cc2OS(=O)(=O)C(F)(F)F)CC1, CCOC(C)=O, COCCOC, CC1(C)OB(C2=CCC3(CC2)CC3)OC1(C)C, [K+], [K+], [K+], O, O=P([O-])([O-])[O-], c1ccc(P(c2ccccc2)(c2ccccc2)[Pd](P(c2ccccc2)(c2ccccc2)c2ccccc2)(P(c2ccccc2)(c2ccccc2)c2ccccc2)P(c2ccccc2)(c2ccccc2)c2ccccc2)cc1. Yields the product CC(C)(C)OC(=O)N1CCN(c2ccc(N3CCOCC3)cc2C2=CCC3(CC2)CC3)CC1. RXN SMILES: [C:1]([CH3:2])([CH3:3])([CH3:4])[O:5][C:6](=[O:7])[N:8]1[CH2:9][CH2:10][N:11]([c:14]2[c:15]([O:26][S:27]([C:28]([F:29])([F:30])[F:31])(=[O:32])=[O:33])[cH:16][c:17]([N:20]3[CH2:21][CH2:22][O:23][CH2:24][CH2:25]3)[cH:18][cH:19]2)[CH2:12][CH2:13]1.[CH3:142][CH2:143][O:144][C:145](=[O:146])[CH3:147].[CH3:34][O:35][CH2:36][CH2:37][O:38][CH3:39].[CH3:40][C:41]1([CH3:42])[C:43]([CH3:44])([CH3:45])[O:46][B:47]([C:48]2=[CH:49][CH2:50][C:51]3([CH2:52][CH2:53]3)[CH2:54][CH2:55]2)[O:56]1.[K+:62].[K+:63].[K+:64].[OH2:148].[P:57]([O-:58])([O-:59])([O-:60])=[O:61].[cH:65]1[cH:66][cH:67][c:68]([P:69]([Pd:70]([P:71]([c:72]2[cH:73][cH:74][cH:75][cH:76][cH:77]2)([c:78]2[cH:79][cH:80][cH:81][cH:82][cH:83]2)[c:84]2[cH:85][cH:86][cH:87][cH:88][cH:89]2)([P:90]([c:91]2[cH:92][cH:93][cH:94][cH:95][cH:96]2)([c:97]2[cH:98][cH:99][cH:100][cH:101][cH:102]2)[c:103]2[cH:104][cH:105][cH:106][cH:107][cH:108]2)[P:109]([c:110]2[cH:111][cH:112][cH:113][cH:114][cH:115]2)([c:116]2[cH:117][cH:118][cH:119][cH:120][cH:121]2)[c:122]2[cH:123][cH:124][cH:125][cH:126][cH:127]2)([c:128]2[cH:129][cH:130][cH:131][cH:132][cH:133]2)[c:134]2[cH:135][cH:136][cH:137][cH:138][cH:139]2)[cH:140][cH:141]1>>[C:1]([CH3:2])([CH3:3])([CH3:4])[O:5][C:6](=[O:7])[N:8]1[CH2:9][CH2:10][N:11]([c:14]2[c:15]([C:48]3=[CH:49][CH2:50][C:51]4([CH2:52][CH2:53]4)[CH2:54][CH2:55]3)[cH:16][c:17]([N:20]3[CH2:21][CH2:22][O:23][CH2:24][CH2:25]3)[cH:18][cH:19]2)[CH2:12][CH2:13]1. Starting materials: CNC(=O)Nc1ccccc1F, CCOCC, O=CC(Cl)(Cl)Cl, O=S(Cl)Cl. Yields the product CN(C(=O)Nc1ccccc1F)C(Cl)C(Cl)(Cl)Cl. Reaction SMILES: [CH3:1][NH:2][C:3](=[O:4])[NH:5][c:6]1[c:7]([F:12])[cH:8][cH:9][cH:10][cH:11]1.[CH3:23][CH2:24][O:25][CH2:26][CH3:27].[O:13]=[CH:14][C:15]([Cl:16])([Cl:17])[Cl:18].[S:19]([Cl:20])([Cl:21])=[O:22]>>[CH3:1][N:2]([C:3](=[O:4])[NH:5][c:6]1[c:7]([F:12])[cH:8][cH:9][cH:10][cH:11]1)[CH:14]([C:15]([Cl:16])([Cl:17])[Cl:18])[Cl:21]. Starting materials: BrC=1C=NC=2N(C1)N=C(C2)C(C)(C)C (6-bromo-2-tert-butyl-pyrazolo[1,5-a]pyrimidine), C(#C)C1=C(N)C=CC=C1 (2-ethynylaniline). The product is C(C)(C)(C)C1=NN2C(N=CC(=C2)C#CC2=C(C=CC=C2)N)=C1 (2-(2-tert-Butyl-pyrazolo[1,5-a]pyrimidin-6-ylethynyl)-phenylamine). As a reaction SMILES: Br[C:2]1[CH:3]=[N:4][C:5]2[N:6]([N:8]=[C:9]([C:11]([CH3:14])([CH3:13])[CH3:12])[CH:10]=2)[CH:7]=1.[C:15]([C:17]1[CH:23]=[CH:22][CH:21]=[CH:20][C:18]=1[NH2:19])#[CH:16]>>[C:11]([C:9]1[CH:10]=[C:5]2[N:4]=[CH:3][C:2]([C:16]#[C:15][C:17]3[CH:23]=[CH:22][CH:21]=[CH:20][C:18]=3[NH2:19])=[CH:7][N:6]2[N:8]=1)([CH3:14])([CH3:13])[CH3:12]. Reported procedure: The title compound, light yellow solid, MS: m/e=291.2 (M+H+), can be prepared in accordance with the general method of example 1 from 6-bromo-2-tert-butyl-pyrazolo[1,5-a]pyrimidine (example 9, step 1) and 2-ethynylaniline. The reactants are CCOC(=O)CCn1cc(C(=O)c2cccc(NC(c3ccc(CC(C)C)cc3)c3ccc(CC(C)C)cc3)c2)c2ccccc21, C1COCCO1, CO, [Na+], [OH-]. The product is CC(C)Cc1ccc(C(Nc2cccc(C(=O)c3cn(CCC(=O)O)c4ccccc34)c2)c2ccc(CC(C)C)cc2)cc1. As a reaction SMILES: [CH2:1]([CH:2]([CH3:3])[CH3:4])[c:5]1[cH:6][cH:7][c:8]([CH:11]([c:12]2[cH:13][cH:14][c:15]([CH2:18][CH:19]([CH3:20])[CH3:21])[cH:16][cH:17]2)[NH:22][c:23]2[cH:24][c:25]([C:26](=[O:27])[c:28]3[cH:29][n:30]([CH2:37][CH2:38][C:39](=[O:40])[O:41][CH2:42][CH3:43])[c:31]4[cH:32][cH:33][cH:34][cH:35][c:36]34)[cH:44][cH:45][cH:46]2)[cH:9][cH:10]1.[CH2:49]1[O:50][CH2:51][CH2:52][O:53][CH2:54]1.[CH3:55][OH:56].[Na+:48].[OH-:47]>>[CH2:1]([CH:2]([CH3:3])[CH3:4])[c:5]1[cH:6][cH:7][c:8]([CH:11]([c:12]2[cH:13][cH:14][c:15]([CH2:18][CH:19]([CH3:20])[CH3:21])[cH:16][cH:17]2)[NH:22][c:23]2[cH:24][c:25]([C:26](=[O:27])[c:28]3[cH:29][n:30]([CH2:37][CH2:38][C:39](=[O:40])[OH:41])[c:31]4[cH:32][cH:33][cH:34][cH:35][c:36]34)[cH:44][cH:45][cH:46]2)[cH:9][cH:10]1. Starting materials: ice water, CN1CC[C@]23[C@@H]4C(=O)CC[C@]2([C@H]1CC5=C3C(=C(C=C5)OC)O4)O (oxycodeinone), thebaine,[16] oripavine, C1=CC(=CC(=C1)Cl)C(=O)OO (m-CPBA). The solvent is CC(=O)O (HOAc), C(=O)(C(F)(F)F)O (TFA). Conditions: time 30 minute. Product: CN1CC[C@]23[C@@H]4C(=O)C=C[C@]2([C@@H]1CC5=C3C(=C(C=C5)O)O4)O (oxymorphinone). As a reaction SMILES: [CH3:1][N:2]1[C@@H:12]2[CH2:13][C:14]3[CH:19]=[CH:18][C:17]([O:20]C)=[C:16]4[O:22][C@H:6]5[C:7]([CH2:9][CH2:10][C@:11]2([OH:23])[C@:5]5([C:15]=34)[CH2:4][CH2:3]1)=[O:8].C1C=C(Cl)C=C(C(OO)=O)C=1>CC(O)=O.C(O)(C(F)(F)F)=O>[CH3:1][N:2]1[C@H:12]2[CH2:13][C:14]3[CH:19]=[CH:18][C:17]([OH:20])=[C:16]4[O:22][C@H:6]5[C:7]([CH:9]=[CH:10][C@:11]2([OH:23])[C@:5]5([C:15]=34)[CH2:4][CH2:3]1)=[O:8]. Reported procedure: According to literature methods for the preparation of oxycodeinone from thebaine,[16] oripavine (1.00 g of 78% w/w, 2.62 mmol) was treated with two portions of m-CPBA (0.82 g in total of max 77% reagent, approx. 3.66 mmol) in HOAc (4.5 mL) and TFA (0.35 mL). When the reaction was complete, the mixture was poured into ice-water (20 mL). After stirring for 30 min, the solid was removed by filtration. The filtrate was extracted with CHCl3 (5 mL×2), made basic to pH 9 with conc. NH4OH, and extracte...